Dataset: the Open Reaction Database (ORD), a public repository of structured organic reaction records. Task: describe an organic reaction: reactants, conditions, products, and yield The yield is 75.8%. Reaction conditions: time 10 minute. Reported procedure: To a solution of 2-isobutyl-4-(4-methylphenyl)-6-[(1E)-3-oxoprop-1-en-1-yl]quinoline-3-carbonitrile (4.04 g, 11.4 mmol) in methanol (30 ml)-tetrahydrofuran (30 ml) was added sodium borohydride (216 mg, 5.69 mmol) at 0° C. and the mixture was stirred at room temperature for 10 min. Saturated aqueous ammonium chloride solution was added to the reaction mixture and the mixture was extracted 3 times with ethyl acetate. The combined organic layer was washed with saturated brine and dried over anhydro... The reactants are C(C(C)C)C1=NC2=CC=C(C=C2C(=C1C#N)C1=CC=C(C=C1)C)\C=C\C=O (2-isobutyl-4-(4-methylphenyl)-6-[(1E)-3-oxoprop-1-en-1-yl]quinoline-3-carbonitrile), O1CCCC1 (tetrahydrofuran), [BH4-].[Na+] (sodium borohydride), [Cl-].[NH4+] (ammonium chloride). RXN SMILES: [CH2:1]([C:5]1[C:14]([C:15]#[N:16])=[C:13]([C:17]2[CH:22]=[CH:21][C:20]([CH3:23])=[CH:19][CH:18]=2)[C:12]2[C:7](=[CH:8][CH:9]=[C:10](/[CH:24]=[CH:25]/[CH:26]=[O:27])[CH:11]=2)[N:6]=1)[CH:2]([CH3:4])[CH3:3].O1CCCC1.[BH4-].[Na+].[Cl-].[NH4+]>CO>[OH:27][CH2:26]/[CH:25]=[CH:24]/[C:10]1[CH:11]=[C:12]2[C:7](=[CH:8][CH:9]=1)[N:6]=[C:5]([CH2:1][CH:2]([CH3:4])[CH3:3])[C:14]([C:15]#[N:16])=[C:13]2[C:17]1[CH:22]=[CH:21][C:20]([CH3:23])=[CH:19][CH:18]=1 |f:2.3,4.5|. Run in CO (methanol). Product: OC/C=C/C=1C=C2C(=C(C(=NC2=CC1)CC(C)C)C#N)C1=CC=C(C=C1)C (6-[(1E)-3-hydroxyprop-1-en-1-yl]-2-isobutyl-4-(4-methylphenyl)quinoline-3-carbonitrile).